Task: describe an organic reaction: reactants, conditions, products, and yield. Dataset: the Open Reaction Database (ORD), a public repository of structured organic reaction records The reactants are C(C)(=O)N[C@H](C)C1=C(C=C(C(=O)OC)C=C1)F (Methyl (R)-4-(1-acetamidoethyl)-3-fluorobenzoate), Cl (hydrochloric acid). The product is Cl.N[C@H](C)C1=C(C=C(C(=O)O)C=C1)F ((R)-4-(1-aminoethyl)-3-fluorobenzoic acid hydrochloride). RXN SMILES: C([NH:4][C@@H:5]([C:7]1[CH:16]=[CH:15][C:10]([C:11]([O:13]C)=[O:12])=[CH:9][C:8]=1[F:17])[CH3:6])(=O)C.[ClH:18]>>[ClH:18].[NH2:4][C@@H:5]([C:7]1[CH:16]=[CH:15][C:10]([C:11]([OH:13])=[O:12])=[CH:9][C:8]=1[F:17])[CH3:6] |f:2.3|. Procedure details: Methyl (R)-4-(1-acetamidoethyl)-3-fluorobenzoate (690 mg) was added to 2N hydrochloric acid (15 ml), and the mixture was refluxed for 3 hours. After the reaction, the reaction mixture was evaporated under reduced pressure, further boiled with toluene, and dried to give (R)-4-(1-aminoethyl)-3-fluorobenzoic acid hydrochloride (620 mg). The reactants are C1(=NC=CC2=CC=CC=C12)C(=O)O (1-isoquinolinecarboxylic acid), CO (methanol). Yields the product COC(=O)C1=NC=CC2=CC=CC=C12 (1-isoquinolinecarboxylic acid methyl ester). The yield is 50.0%. RXN SMILES: [C:1]1([C:11]([OH:13])=[O:12])[C:10]2[C:5](=[CH:6][CH:7]=[CH:8][CH:9]=2)[CH:4]=[CH:3][N:2]=1.[CH3:14]O>>[CH3:14][O:12][C:11]([C:1]1[C:10]2[C:5](=[CH:6][CH:7]=[CH:8][CH:9]=2)[CH:4]=[CH:3][N:2]=1)=[O:13]. Procedure details: A mixture of 1-isoquinolinecarboxylic acid (25 g.0.14 mol), 25 g of AMBERLYST®-15 (H+), and 300 ml of methanol was refluxed for 3 days. The reaction mixture was cooled, filtered, and the filtrate was concentrated in vacuo to afford 13.6 g (50%) of 1-isoquinolinecarboxylic acid methyl ester. Reactants: COC(=O)c1ccc(-c2ccccc2S(=O)(=O)N=C=O)o1, C1CN2CCN1CC2, CC#N, COc1cc(OC)nc(N)n1. Yields the product COC(=O)c1ccc(-c2ccccc2S(=O)(=O)NC(=O)Nc2nc(OC)cc(OC)n2)o1. Reaction SMILES: [C:1](=[O:2])([O:3][CH3:4])[c:5]1[o:6][c:7](-[c:10]2[c:11]([S:16](=[O:17])(=[O:18])[N:19]=[C:20]=[O:21])[cH:12][cH:13][cH:14][cH:15]2)[cH:8][cH:9]1.[CH2:33]1[N:34]2[CH2:35][CH2:36][N:37]([CH2:38][CH2:39]2)[CH2:40]1.[CH3:41][C:42]#[N:43].[NH2:22][c:23]1[n:24][c:25]([O:31][CH3:32])[cH:26][c:27]([O:29][CH3:30])[n:28]1>>[C:1](=[O:2])([O:3][CH3:4])[c:5]1[o:6][c:7](-[c:10]2[c:11]([S:16](=[O:17])(=[O:18])[NH:19][C:20](=[O:21])[NH:22][c:23]3[n:24][c:25]([O:31][CH3:32])[cH:26][c:27]([O:29][CH3:30])[n:28]3)[cH:12][cH:13][cH:14][cH:15]2)[cH:8][cH:9]1. Reactants: O=C(c1ncc[nH]1)c1ncc[nH]1, CCOc1cc(C(CC(=O)O)N2C(=O)c3c(F)ccc(F)c3C2=O)ccc1OC, Cl, NO, C1CCOC1. The product is CCOc1cc(C(CC(=O)NO)N2C(=O)c3c(F)ccc(F)c3C2=O)ccc1OC. As a reaction SMILES: [C:30]([c:31]1[nH:32][cH:33][cH:34][n:35]1)([c:36]1[nH:37][cH:38][cH:39][n:40]1)=[O:41].[CH2:1]([CH3:2])[O:3][c:4]1[cH:5][c:6]([CH:12]([CH2:13][C:14](=[O:15])[OH:16])[N:17]2[C:18](=[O:29])[c:19]3[c:20]([c:23]([F:28])[cH:24][cH:25][c:26]3[F:27])[C:21]2=[O:22])[cH:7][cH:8][c:9]1[O:10][CH3:11].[ClH:42].[NH2:43][OH:44].[O:45]1[CH2:46][CH2:47][CH2:48][CH2:49]1>>[CH2:1]([CH3:2])[O:3][c:4]1[cH:5][c:6]([CH:12]([CH2:13][C:14](=[O:15])[NH:43][OH:44])[N:17]2[C:18](=[O:29])[c:19]3[c:20]([c:23]([F:28])[cH:24][cH:25][c:26]3[F:27])[C:21]2=[O:22])[cH:7][cH:8][c:9]1[O:10][CH3:11]. Reactants: Br, COc1ccc2c(c1)CC(NCc1ccccc1)CC2, CC(C)=O, CC(=O)O, Cl. Product: Br, Oc1ccc2c(c1)CC(NCc1ccccc1)CC2. RXN SMILES: [BrH:22].[CH2:2]([c:3]1[cH:4][cH:5][cH:6][cH:7][cH:8]1)[NH:9][CH:10]1[CH2:11][c:12]2[cH:13][c:14]([O:20][CH3:21])[cH:15][cH:16][c:17]2[CH2:18][CH2:19]1.[CH3:23][C:24](=[O:25])[CH3:26].[CH3:27][C:28](=[O:29])[OH:30].[ClH:1]>>[BrH:22].[CH2:2]([c:3]1[cH:4][cH:5][cH:6][cH:7][cH:8]1)[NH:9][CH:10]1[CH2:11][c:12]2[cH:13][c:14]([OH:20])[cH:15][cH:16][c:17]2[CH2:18][CH2:19]1. Procedure details: In the manner given in Example 1, 7-ethyl-10-methylsulfonyl-1-(α-bromopropyl)-6-(3-ethylsulfonyl-5-chlorophenyl)-4H-s-triazolo[4,3-a][1,4]-benzodiazepine was reacted with dimethylamine in the presence of sodium iodide to give 7-ethyl-1-[α-(dimethylamino)propyl]-10-methylsulfonyl-6-(3-ethylsulfonyl-5-chlorophenyl)-4H-s-triazolo-[4,3-a][1,4]benzodiazepine. The product is C(C)C1=CC=C(C2=C1C(=NCC=1N2C(=NN1)C(CC)N(C)C)C1=CC(=CC(=C1)Cl)S(=O)(=O)CC)S(=O)(=O)C (7-ethyl-1-[α-(dimethylamino)propyl]-10-methylsulfonyl-6-(3-ethylsulfonyl-5-chlorophenyl)-4H-s-triazolo-[4,3-a][1,4]benzodiazepine). Reaction SMILES: [CH2:1]([C:3]1[C:8]2[C:9]([C:21]3[CH:26]=[C:25]([Cl:27])[CH:24]=[C:23]([S:28]([CH2:31][CH3:32])(=[O:30])=[O:29])[CH:22]=3)=[N:10][CH2:11][C:12]3[N:13]([C:14]([CH:17](Br)[CH2:18][CH3:19])=[N:15][N:16]=3)[C:7]=2[C:6]([S:33]([CH3:36])(=[O:35])=[O:34])=[CH:5][CH:4]=1)[CH3:2].[CH3:37][NH:38][CH3:39].[I-].[Na+]>>[CH2:1]([C:3]1[C:8]2[C:9]([C:21]3[CH:26]=[C:25]([Cl:27])[CH:24]=[C:23]([S:28]([CH2:31][CH3:32])(=[O:30])=[O:29])[CH:22]=3)=[N:10][CH2:11][C:12]3[N:13]([C:14]([CH:17]([N:38]([CH3:39])[CH3:37])[CH2:18][CH3:19])=[N:15][N:16]=3)[C:7]=2[C:6]([S:33]([CH3:36])(=[O:35])=[O:34])=[CH:5][CH:4]=1)[CH3:2] |f:2.3|. Starting materials: C(C)C1=CC=C(C2=C1C(=NCC=1N2C(=NN1)C(CC)Br)C1=CC(=CC(=C1)Cl)S(=O)(=O)CC)S(=O)(=O)C (7-ethyl-10-methylsulfonyl-1-(α-bromopropyl)-6-(3-ethylsulfonyl-5-chlorophenyl)-4H-s-triazolo[4,3-a][1,4]-benzodiazepine), CNC (dimethylamine), [I-].[Na+] (sodium iodide). Starting materials: CO (methanol), C(=O)C1=C(C=CC2=CC(=CC=C12)C#N)O (1-formyl-6-cyano-2-naphthol), [Br-].C(C)OC(=O)C[P+](C1=CC=CC=C1)(C1=CC=CC=C1)C1=CC=CC=C1 (ethoxycarbonylmethyltriphenylphosphonium bromide), C([O-])([O-])=O.[K+].[K+] (potassium carbonate). The solvent is CN(C)C=O (DMF). Reaction conditions: time 3 hour. Yields the product C(#N)C=1C=C2C=CC(=C(C2=CC1)C=CC(=O)OCC)O (6-cyano-1-(2-ethoxycarbonylvinyl)-2-naphthol). The yield is 48.2%. As a reaction SMILES: [CH:1]([C:3]1[C:12]2[C:7](=[CH:8][C:9]([C:13]#[N:14])=[CH:10][CH:11]=2)[CH:6]=[CH:5][C:4]=1[OH:15])=O.[Br-].[CH2:17]([O:19][C:20]([CH2:22][P+](C1C=CC=CC=1)(C1C=CC=CC=1)C1C=CC=CC=1)=[O:21])[CH3:18].C(=O)([O-])[O-].[K+].[K+].CO>CN(C=O)C>[C:13]([C:9]1[CH:8]=[C:7]2[C:12](=[CH:11][CH:10]=1)[C:3]([CH:1]=[CH:22][C:20]([O:19][CH2:17][CH3:18])=[O:21])=[C:4]([OH:15])[CH:5]=[CH:6]2)#[N:14] |f:1.2,3.4.5|. Procedure details: A solution prepared by dissolving 19.3 g of 1-formyl-6-cyano-2-naphthol and 42.1 g of ethoxycarbonylmethyltriphenylphosphonium bromide in 140 ml of DMF was added dropwise to a solution comprising 13.6 g of anhydrous potassium carbonate and 250 ml of anhydrous methanol, followed by stirring for 3 hours under cooling with ice in a nitrogen stream and 24 hours at room temperature. The precipitate was filtered, and 2.7 liters of water was added to the filtrate, followed by stirring for 2 hours. Then... Starting materials: FC(C1=CC=C(C=C1)S(=O)(=O)OCCC(C)(C)O)(F)F (3-Hydroxy-3-methylbutyl 4-(trifluoromethyl)benzenesulfonate), O (H2O), C(C)(=O)Cl (acetyl chloride). The solvent is C(Cl)Cl (methylene chloride), C(Cl)Cl (methylene chloride). Run at temperature 20 celsius, time 8 hour. Yields the product C(C)(=O)OC(C)(CCOS(=O)(=O)C1=CC=C(C=C1)C(F)(F)F)C (2-Methyl-4-(4-(trifluoromethyl)phenylsulfonyloxy)butan-2-yl acetate). RXN SMILES: [F:1][C:2]([F:20])([F:19])[C:3]1[CH:8]=[CH:7][C:6]([S:9]([O:12][CH2:13][CH2:14][C:15]([OH:18])([CH3:17])[CH3:16])(=[O:11])=[O:10])=[CH:5][CH:4]=1.O.[C:22](Cl)(=[O:24])[CH3:23]>C(Cl)Cl>[C:22]([O:18][C:15]([CH3:16])([CH2:14][CH2:13][O:12][S:9]([C:6]1[CH:5]=[CH:4][C:3]([C:2]([F:19])([F:1])[F:20])=[CH:8][CH:7]=1)(=[O:11])=[O:10])[CH3:17])(=[O:24])[CH3:23]. Reported procedure: To a mixture of the alcohol 4 (0.500 g, 1.6 mmol), ZrOCl28.H2O (0.0025 g, 0.5 mol %) in methylene chloride (5 mL), acetyl chloride (0.251 g, 3.2 mmol) is added and the reaction is stirred for overnight at 20° C. The reaction on completion, is diluted with methylene chloride (5 mL) and washed with saturated sodium bicarbonate (2×10 mL), brine (1×10 mL) and dried. The solvent is evaporated to get the crude product. 1H NMR (400 MHz, CDCl3) δ1.56 (d, J=8.0, 6H), 1.60 (d, J=8.0, 5H), 2.14 (t, J=6.8, ... The reactants are O=C(c1ccccc1)N1CCC(CCl)CC1, CO, CCOCC, Oc1ccccc1. The product is O=C(c1ccccc1)N1CCC(COc2ccccc2)CC1. RXN SMILES: [C:10]([c:11]1[cH:12][cH:13][cH:14][cH:15][cH:16]1)(=[O:17])[N:18]1[CH2:19][CH2:20][CH:21]([CH2:24][Cl:25])[CH2:22][CH2:23]1.[CH3:1][OH:2].[CH3:26][CH2:27][O:28][CH2:29][CH3:30].[OH:3][c:4]1[cH:5][cH:6][cH:7][cH:8][cH:9]1>>[O:3]([c:4]1[cH:5][cH:6][cH:7][cH:8][cH:9]1)[CH2:24][CH:21]1[CH2:20][CH2:19][N:18]([C:10]([c:11]2[cH:12][cH:13][cH:14][cH:15][cH:16]2)=[O:17])[CH2:23][CH2:22]1.